This data is from the Open Reaction Database (ORD), a public repository of structured organic reaction records. The task is: describe an organic reaction: reactants, conditions, products, and yield Reactants: N (ammonia), S1(=O)(=O)CCCC1 (sulfolane), CC(=O)OCC1=C(N2[C@@H]([C@@H](C2=O)N)SC1)C(=O)O (7-ACA). The reagents and catalysts are [Cl-].[Zn+2].[Cl-] (zinc chloride). Solvent: CO (methanol), O (water), CO (methanol). Reaction conditions: temperature 60 celsius. Product: desired product, NC1[C@@H]2N(C(=C(CS2)COC)C(=O)O)C1=O (7-amino-3-methoxymethyl-3-cephem-4-carboxylic acid). Reaction SMILES: S1(CCCC1)(=O)=O.C[C:9]([O:11][CH2:12][C:13]1[CH2:22][S:21][C@@H:16]2[C@H:17]([NH2:20])[C:18](=[O:19])[N:15]2[C:14]=1[C:23]([OH:25])=[O:24])=O.N>[Cl-].[Zn+2].[Cl-].CO.O>[NH2:20][CH:17]1[C:18](=[O:19])[N:15]2[C:14]([C:23]([OH:25])=[O:24])=[C:13]([CH2:12][O:11][CH3:9])[CH2:22][S:21][C@H:16]12 |f:3.4.5|. Procedure details: To 10 ml of sulfolane were added 2.72 g of 7-ACA, 9.0 g of zinc chloride and 1.40 g of methanol. The mixture was heated at 60° C. for 100 min to advance a reaction. After completion of the reaction, the reaction mixture was cooled to 5° C. To the reaction mixture were added 10 ml of water and 20 ml of methanol. Then, the mixture was adjusted to pH 7.7 with aqueous ammonia at a temperature of from -2° C. to 2° C. The resulting precipitate was filtered off, and then washed with water. The filtrate... The reactants are FC=1C=C(C=CC1)SC=1C=C2CCC=C(C2=CC1)C(=O)N (6-(3-fluoro-phenylsulfanyl)-3,4-dihydro-naphthalene-1-carboxylic acid amide), Ru(trifluoroacetate)2((S)-pTol-MeOBIPHEP), O=O (O2), [H][H] (hydrogen). The solvent is CO (methanol). Product: FC=1C=C(C=CC1)SC=1C=C2CCC[C@H](C2=CC1)C(=O)N ((R)-6-(3-fluoro-phenylsulfanyl)-1,2,3,4-tetrahydro-naphthalene-1-carboxylic acid amide). RXN SMILES: O=O.[F:3][C:4]1[CH:5]=[C:6]([S:10][C:11]2[CH:12]=[C:13]3[C:18](=[CH:19][CH:20]=2)[C:17]([C:21]([NH2:23])=[O:22])=[CH:16][CH2:15][CH2:14]3)[CH:7]=[CH:8][CH:9]=1.[H][H]>CO>[F:3][C:4]1[CH:5]=[C:6]([S:10][C:11]2[CH:12]=[C:13]3[C:18](=[CH:19][CH:20]=2)[C@H:17]([C:21]([NH2:23])=[O:22])[CH2:16][CH2:15][CH2:14]3)[CH:7]=[CH:8][CH:9]=1. Procedure: In a glove box (O2 content≦2 ppm) a 6 ml autoclave equipped with a glass insert and a magnetic stirring bar was charged with 50 mg (0.167 mmol) of 6-(3-fluoro-phenylsulfanyl)-3,4-dihydro-naphthalene-1-carboxylic acid amide, 6.45 mg (0.00668 mmol) of [Ru(trifluoroacetate)2((S)-pTol-MeOBIPHEP)] (S/C 25) and 1 ml of methanol. The asymmetric hydrogenation was run for 19.5 hours at 40° C. under 40 bar of hydrogen. After cooling to room temperature the pressure was released from the autoclave, the met... The reactants are ice water, C1(=CC=CC=C1)CCC(=O)Cl (3-phenylpropionyl chloride), C(CC)[C@]12[C@H](CC[C@H]2[C@H]2[C@H](CC1)[C@H]1CCC(C=C1CC2)=O)O (13β-propyl-17β-hydroxy-gon-4-en-3-one). Solvent: C1=CC=CC=C1 (benzene), N1=CC=CC=C1 (pyridine). The product is C(CC)[C@]12[C@H](CC[C@H]2[C@H]2[C@H](CC1)[C@H]1CCC(C=C1CC2)=O)OC(CCC2=CC=CC=C2)=O (13β-Propyl-17β-(3-phenylpropionoxy)-gon-4-en-3-one). Reaction SMILES: [C:1]1([CH2:7][CH2:8][C:9](Cl)=[O:10])[CH:6]=[CH:5][CH:4]=[CH:3][CH:2]=1.[CH2:12]([C@:15]12[CH2:23][CH2:22][C@@H:21]3[C@@H:24]4[C:29]([CH2:30][CH2:31][C@H:20]3[C@@H:19]1[CH2:18][CH2:17][C@@H:16]2[OH:33])=[CH:28][C:27](=[O:32])[CH2:26][CH2:25]4)[CH2:13][CH3:14]>C1C=CC=CC=1.N1C=CC=CC=1>[CH2:12]([C@:15]12[CH2:23][CH2:22][C@@H:21]3[C@@H:24]4[C:29]([CH2:30][CH2:31][C@H:20]3[C@@H:19]1[CH2:18][CH2:17][C@@H:16]2[O:33][C:9](=[O:10])[CH2:8][CH2:7][C:1]1[CH:6]=[CH:5][CH:4]=[CH:3][CH:2]=1)=[CH:28][C:27](=[O:32])[CH2:26][CH2:25]4)[CH2:13][CH3:14]. Procedure: Add 3-phenylpropionyl chloride (2.9 g.) in benzene (10 cc.) to 13β-propyl-17β-hydroxy-gon-4-en-3-one (2.5 g.) in pyridine at -10°. Pour the mixture into ice water and extract with benzene-ether. Wash, dry and evaporate the extracts to a gum and purify by chromatography upon Florex. Recrystallize from ethyl acetate-hexane to obtain the title compound, m.p. 104°-108°. Ultraviolet absorption peak at 240 mμ (ε16,000); infrared absorption peaks at 5.76, 6.00 μ. The reactants are CI, [H-], [Na+], CN(C)C=O, CC(C)(CO)CC1COC(C)(C)N1C(=O)OC(C)(C)C. The product is COCC(C)(C)CC1COC(C)(C)N1C(=O)OC(C)(C)C. RXN SMILES: [CH3:23][I:24].[H-:2].[Na+:1].[O:25]=[CH:26][N:27]([CH3:28])[CH3:29].[OH:3][CH2:4][C:5]([CH2:6][CH:7]1[N:8]([C:14](=[O:15])[O:16][C:17]([CH3:18])([CH3:19])[CH3:20])[C:9]([CH3:12])([CH3:13])[O:10][CH2:11]1)([CH3:21])[CH3:22]>>[O:3]([CH2:4][C:5]([CH2:6][CH:7]1[N:8]([C:14](=[O:15])[O:16][C:17]([CH3:18])([CH3:19])[CH3:20])[C:9]([CH3:12])([CH3:13])[O:10][CH2:11]1)([CH3:21])[CH3:22])[CH3:23]. Reactants: BrC1=CC2=C(C=3N=C(SC3CCO2)C=2N(N=CN2)CC(F)(F)F)C=C1 (8-Bromo-2-[2-(2,2,2-trifluoro-ethyl)-2H-[1,2,4]triazol-3-yl]-4,5-dihydro-6-oxa-3-thia-1-aza-benzo[e]azulene), BrC1=CC2=C(C=3N=C(SC3CCO2)C(=O)N)C=C1 (8-bromo-4,5-dihydro-6-oxa-3-thia-1-aza-benzo[e]azulene-2-carboxylic acid amide), N1(CCOCC1)CCNN ((2-morpholin-4-yl-ethyl)-hydrazine). The product is BrC1=CC2=C(C=3N=C(SC3CCO2)C=2N(N=CN2)CCN2CCOCC2)C=C1 (8-bromo-2-[2-(2-morpholin-4-yl-ethyl)-2H-[1,2,4]triazol-3-yl]-4,5-dihydro-6-oxa-3-thia-1-aza-benzo[e]azulene). Reaction SMILES: [Br:1][C:2]1[CH:25]=[CH:24][C:5]2[C:6]3[N:7]=[C:8]([C:14]4[N:15]([CH2:19][C:20](F)(F)F)[N:16]=[CH:17][N:18]=4)[S:9][C:10]=3[CH2:11][CH2:12][O:13][C:4]=2[CH:3]=1.BrC1C=CC2[C:31]3[N:32]=[C:33]([C:39](N)=[O:40])S[C:35]=3CCOC=2C=1.N1(CCNN)CCOCC1>>[Br:1][C:2]1[CH:25]=[CH:24][C:5]2[C:6]3[N:7]=[C:8]([C:14]4[N:15]([CH2:19][CH2:20][N:32]5[CH2:33][CH2:39][O:40][CH2:35][CH2:31]5)[N:16]=[CH:17][N:18]=4)[S:9][C:10]=3[CH2:11][CH2:12][O:13][C:4]=2[CH:3]=1. Procedure details: Following the procedure for 8-Bromo-2-[2-(2,2,2-trifluoro-ethyl)-2H-[1,2,4]triazol-3-yl]-4,5-dihydro-6-oxa-3-thia-1-aza-benzo[e]azulene, 8-Bromo-4,5-dihydro-6-oxa-3-thia-1-aza-benzo[e]azulene-2-carboxylic acid amide 25 was reacted with (2-morpholin-4-yl-ethyl)-hydrazine to give 8-bromo-2-[2-(2-morpholin-4-yl-ethyl)-2H-[1,2,4]triazol-3-yl]-4,5-dihydro-6-oxa-3-thia-1-aza-benzo[e]azulene. MS(ESI+) 462.1/464.1. Reactants: COc1ccc(-n2c(C)c(C(C)=O)c(C(C)=O)c2C)c(OC)c1, CC[S-], [Na+], CN(C)C=O. Yields the product COc1ccc(-n2c(C)c(C(C)=O)c(C(C)=O)c2C)c(O)c1. As a reaction SMILES: [C:1]([CH3:2])(=[O:3])[c:4]1[c:5]([C:21]([CH3:22])=[O:23])[c:6]([CH3:20])[n:7](-[c:10]2[c:11]([O:18][CH3:19])[cH:12][c:13]([O:16][CH3:17])[cH:14][cH:15]2)[c:8]1[CH3:9].[CH2:24]([S-:25])[CH3:26].[Na+:27].[O:28]=[CH:29][N:30]([CH3:31])[CH3:32]>>[C:1]([CH3:2])(=[O:3])[c:4]1[c:5]([C:21]([CH3:22])=[O:23])[c:6]([CH3:20])[n:7](-[c:10]2[c:11]([OH:18])[cH:12][c:13]([O:16][CH3:17])[cH:14][cH:15]2)[c:8]1[CH3:9].